This data is from the Open Reaction Database (ORD), a public repository of structured organic reaction records. The task is: describe an organic reaction: reactants, conditions, products, and yield The reactants are NC1=NC=C(N=C1)C#N (2-amino-5-cyanopyrazine), CC(C)([O-])C.[Na+] (sodium tert-butoxide), COC1=CC=C(CNC2=CC(=NC=C2[N+](=O)[O-])Br)C=C1 (N-(4-methoxybenzyl)-2-bromo-5-nitropyridin-4-amine), CC=1C=CC(=CC1)S(=O)(=O)O (TsOH), (±)-2,2″-bis(diphenylphosphino)-1,1″-binaphthalene. The reagents and catalysts are C(C)(=O)[O-].[Pd+2].C(C)(=O)[O-] (palladium (II) acetate). Run in CN(C)C=O (DMF), C1(=CC=CC=C1)C (toluene). Run at temperature 140 celsius, time 30 minute. The product is COC1=CC=C(CNC2=CC(=NC=C2[N+](=O)[O-])NC=2N=CC(=NC2)C#N)C=C1 (5-(4-(4-Methoxybenzylamino)-5-nitropyridin-2-ylamino)pyrazine-2-carbonitrile). Yield: 73.5%. RXN SMILES: [NH2:1][C:2]1[CH:7]=[N:6][C:5]([C:8]#[N:9])=[CH:4][N:3]=1.CC(C)([O-])C.[Na+].[CH3:16][O:17][C:18]1[CH:35]=[CH:34][C:21]([CH2:22][NH:23][C:24]2[C:29]([N+:30]([O-:32])=[O:31])=[CH:28][N:27]=[C:26](Br)[CH:25]=2)=[CH:20][CH:19]=1.CC1C=CC(S(O)(=O)=O)=CC=1>C([O-])(=O)C.[Pd+2].C([O-])(=O)C.CN(C=O)C.C1(C)C=CC=CC=1>[CH3:16][O:17][C:18]1[CH:19]=[CH:20][C:21]([CH2:22][NH:23][C:24]2[C:29]([N+:30]([O-:32])=[O:31])=[CH:28][N:27]=[C:26]([NH:1][C:2]3[N:3]=[CH:4][C:5]([C:8]#[N:9])=[N:6][CH:7]=3)[CH:25]=2)=[CH:34][CH:35]=1 |f:1.2,5.6.7|. Reported procedure: A mixture of palladium (II) acetate (38 mg, 0.17 mmol) and (±)-2,2″-bis(diphenylphosphino)-1,1″-binaphthalene (318 mg, 0.51 mmol) a mixture of toluene and DMF (1:1, 10 mL) was degassed under a stream of nitrogen gas with stirring for 30 minutes. After addition of 2-amino-5-cyanopyrazine (245 mg, 2.04 mmol), sodium tert-butoxide (196 mg, 2.04 mmol) and N-(4-methoxybenzyl)-2-bromo-5-nitropyridin-4-amine (575 mg, 1.70 mmol), the mixture was degassed for a further 5 minutes and then heated at 140° C... The reactants are [OH-].[K+] (potassium hydroxide), CC(C)O (2-propanol), C(Cl)C1CO1 (epichlorohydrin), OC1=CC(=CC=2OC3=C(C=CC=C3C(C12)=O)O)O (1,3,5-trihydroxyxanthone). Solvent: CO (MeOH), O (water). The product is O1C(COC=2C=C(C=3C(C4=CC=CC(=C4OC3C2)OCC2CO2)=O)O)C1 (3,5-di (2,3-epoxypropoxy)-1-hydroxyxanthone). As a reaction SMILES: [OH-].[K+].[CH3:3][CH:4]([OH:6])[CH3:5].[OH:7][C:8]1[C:21]2[C:20](=[O:22])[C:19]3[C:14](=[C:15]([OH:23])[CH:16]=[CH:17][CH:18]=3)[O:13][C:12]=2[CH:11]=[C:10]([OH:24])[CH:9]=1.[CH2:25]([CH:27]1[O:29][CH2:28]1)Cl>O.CO>[O:6]1[CH2:5][CH:4]1[CH2:3][O:24][C:10]1[CH:9]=[C:8]([OH:7])[C:21]2[C:20](=[O:22])[C:19]3[C:14]([O:13][C:12]=2[CH:11]=1)=[C:15]([O:23][CH2:25][CH:27]1[O:29][CH2:28]1)[CH:16]=[CH:17][CH:18]=3 |f:0.1|. Procedure: To a solution of 0.28 g (5.0 m mol) of potassium hydroxide in 3 ml of water was added 25 ml of 2-propanol and the 1.3 g (5.33 m mol) of 1,3,5-trihydroxyxanthone. To the above mixture was the added 7.5 ml (93.47 m mol) of epichlorohydrin, and the mixture was treated as example 4 to yield a pale yellow powder (MeOH) (21), 0.45 g (1.26 mmol, 35%) Reactants: O (water), OC1=CC=C(C=C1)N1CCN(CC1)C(=O)OC(C)(C)C (1-(4-Hydroxyphenyl)-4-tert-butoxycarbonylpiperazine), C([O-])([O-])=O.[K+].[K+] (potassium carbonate), C(CCCCCCC)Br (octyl bromide). Solvent: C(C)(=O)OCC (ethyl acetate), CN(C=O)C (N,N-dimethylformamide). Conditions: temperature 70 celsius, time 10 hour. Yields the product C(CCCCCCC)OC1=CC=C(C=C1)N1CCN(CC1)C(=O)OC(C)(C)C (1-(4-n-Octyloxyphenyl)-4-tert-butoxycarbonylpiperazine). As a reaction SMILES: [OH:1][C:2]1[CH:7]=[CH:6][C:5]([N:8]2[CH2:13][CH2:12][N:11]([C:14]([O:16][C:17]([CH3:20])([CH3:19])[CH3:18])=[O:15])[CH2:10][CH2:9]2)=[CH:4][CH:3]=1.C(=O)([O-])[O-].[K+].[K+].[CH2:27](Br)[CH2:28][CH2:29][CH2:30][CH2:31][CH2:32][CH2:33][CH3:34].O>CN(C)C=O.C(OCC)(=O)C>[CH2:27]([O:1][C:2]1[CH:7]=[CH:6][C:5]([N:8]2[CH2:13][CH2:12][N:11]([C:14]([O:16][C:17]([CH3:20])([CH3:19])[CH3:18])=[O:15])[CH2:10][CH2:9]2)=[CH:4][CH:3]=1)[CH2:28][CH2:29][CH2:30][CH2:31][CH2:32][CH2:33][CH3:34] |f:1.2.3|. Procedure: To a suspension of 1-(4-Hydroxyphenyl)-4-tert-butoxycarbonylpiperazine (3 g) and potassium carbonate (0.82 g) in N,N-dimethylformamide (15 ml) was added octyl bromide (1.87 ml). The mixture was stirred for 10 hours at 70° C. The reaction mixture was added to a mixture of water and ethyl acetate. The organic layer was taken, and dried over magnesium sulfate. The magnesium sulfate was filtered off, and the filtrate was evaporated under reduced pressure. The residue was subjected to column chromato... Starting materials: C(C1=CC=CC=C1)(=O)O[C@@H]1[C@@H](CC=CC1)C(=O)OC (Methyl cis-2-benzoyloxy-cyclohex-4-enecarboxylate), [H-].[Al+3].[Li+].[H-].[H-].[H-] (lithium aluminum hydride). Run in O (water), [OH-].[Na+] (NaOH), O (water), C1CCOC1 (THF), C1CCOC1 (THF). Conditions: time 5 hour. Product: OC[C@@H]1[C@@H](CC=CC1)O (cis-2-Hydroxymethyl-cyclohex-4-eneol). Yield: 78.0%. As a reaction SMILES: C([O:9][C@H:10]1[CH2:15][CH:14]=[CH:13][CH2:12][C@H:11]1[C:16](OC)=[O:17])(=O)C1C=CC=CC=1.[H-].[Al+3].[Li+].[H-].[H-].[H-]>C1COCC1.O.[OH-].[Na+]>[OH:17][CH2:16][C@H:11]1[CH2:12][CH:13]=[CH:14][CH2:15][C@H:10]1[OH:9] |f:1.2.3.4.5.6,9.10|. Reported procedure: Methyl cis-2-benzoyloxy-cyclohex-4-enecarboxylate (6, 1.1 g, 4.19 mmol) was dissolved in THF (10 ml), and the solution added to a dispersion of lithium aluminum hydride (0.35 g, 9.15 mmol) in THF (30 ml) at -78° C. The mixture was warmed to RT and stirred for 5 hours. The reaction mixture was then cooled to -15° C., and then diluted successively with water (0.35 ml), 15% NaOH (0.35 ml), and water (1.05 ml). The precipitate was removed by filtration, washed with EtOAc, and the solvent removed und...